From a dataset of the Open Reaction Database (ORD), a public repository of structured organic reaction records. describe an organic reaction: reactants, conditions, products, and yield Reactants: ClC1=NC(=CC(=N1)Cl)C (2,4-dichloro-6-methylpyrimidine), N1CCCC1 (pyrrolidine). Solvent: C(C)(C)O (isopropanol). Run at time 1 hour. Yields the product ClC1=NC(=CC(=N1)C)N1CCCC1 (2-chloro-4-methyl-6-pyrrolidin-1-yl-pyrimidine). Yield: 72.9%. As a reaction SMILES: [Cl:1][C:2]1[N:7]=[C:6](Cl)[CH:5]=[C:4]([CH3:9])[N:3]=1.[NH:10]1[CH2:14][CH2:13][CH2:12][CH2:11]1>C(O)(C)C>[Cl:1][C:2]1[N:3]=[C:4]([CH3:9])[CH:5]=[C:6]([N:10]2[CH2:14][CH2:13][CH2:12][CH2:11]2)[N:7]=1. Procedure: 0.815 g (5 mmol) of 2,4-dichloro-6-methylpyrimidine dissolved in in 5 ml isopropanol were treated under ice-cooling dropwise with 0.71 g (10 mmol) pyrrolidine. The mixture was stirred for 1 h at RT the concentrated in vacuo. The residue was purified on a silica gel chromatography column with CH2Cl2/AcOEt (4/1) as eluent to give 0.72 g (73%) of the desired 2-chloro-4-methyl-6-pyrrolidin-1-yl-pyrimidine as an off-white solid. EI mass spectrum, m/e: 197 (M calculated for C9H12N3Cl: 197). Starting materials: CS(C)=O, CO, Clc1ccncc1, Cl, [H-], [I-], [Na+], [Na+], [Na+], O=C([O-])O, CC(C)(C)OC(=O)N1CCC2(CCC(=O)CC2)CC1. Yields the product CC(C)(C)OC(=O)N1CCC2(CCC(Oc3ccncc3)CC2)CC1. Reaction SMILES: [CH3:37][S:38]([CH3:39])=[O:40].[CH3:41][OH:42].[Cl:2][c:3]1[cH:4][cH:5][n:6][cH:7][cH:8]1.[ClH:1].[H-:9].[I-:31].[Na+:10].[Na+:30].[Na+:36].[O-:32][C:33]([OH:34])=[O:35].[O:11]=[C:12]1[CH2:13][CH2:14][C:15]2([CH2:16][CH2:17][N:18]([C:21](=[O:22])[O:23][C:24]([CH3:25])([CH3:26])[CH3:27])[CH2:19][CH2:20]2)[CH2:28][CH2:29]1>>[c:3]1([O:11][CH:12]2[CH2:13][CH2:14][C:15]3([CH2:16][CH2:17][N:18]([C:21](=[O:22])[O:23][C:24]([CH3:25])([CH3:26])[CH3:27])[CH2:19][CH2:20]3)[CH2:28][CH2:29]2)[cH:4][cH:5][n:6][cH:7][cH:8]1. Starting materials: [H-].[Na+] (Sodium hydride), CI (methyl iodide), CN(C=O)C (dimethylformamide), OCC1=C(C(N(CO1)C(C)(C1=CC=CC=C1)C)=O)C1=CC=CC=C1 (6-hydroxymethyl-3-(1-methyl-1-phenylethyl)-5-phenyl-2,3-dihydro-4H-1,3-oxazin-4-one). Solvent: O (water). Product: COCC1=C(C(N(CO1)C(C)(C1=CC=CC=C1)C)=O)C1=CC=CC=C1 (6-methoxymethyl-3-(1-methyl-1-phenylethyl)-5-phenyl-2,3-dihydro-4H-1,3-oxazin-4-one). Isolated yield 67.0%. RXN SMILES: [H-].[Na+].[CH3:3]N(C)C=O.[OH:8][CH2:9][C:10]1[O:15][CH2:14][N:13]([C:16]([CH3:24])([C:18]2[CH:23]=[CH:22][CH:21]=[CH:20][CH:19]=2)[CH3:17])[C:12](=[O:25])[C:11]=1[C:26]1[CH:31]=[CH:30][CH:29]=[CH:28][CH:27]=1.CI>O>[CH3:3][O:8][CH2:9][C:10]1[O:15][CH2:14][N:13]([C:16]([CH3:17])([C:18]2[CH:23]=[CH:22][CH:21]=[CH:20][CH:19]=2)[CH3:24])[C:12](=[O:25])[C:11]=1[C:26]1[CH:27]=[CH:28][CH:29]=[CH:30][CH:31]=1 |f:0.1|. Procedure: Sodium hydride (60% in oil, 0.11 g) was suspended in diformaldahyde (2 ml), cooled with ice; then a dimethylformamide solution (6 ml) of 6-hydroxymethyl-3-(1-methyl-1-phenylethyl)-5-phenyl-2,3-dihydro-4H-1,3-oxazin-4-one (Compound No. 53, 0.8 g) was added slowly thereto. After stirring the mixture, methyl iodide (0.71 g) was added, and the mixture was stirred again at room temperature. The reaction mixture was poured into water, and extracted with ethyl acetate. The organic layer was rinsed with... Reaction SMILES: [C:1]([C:3]1[CH:10]=[CH:9][C:6]([CH:7]=[O:8])=[CH:5][CH:4]=1)#[N:2].[C:11]([C:14]1[CH:21]=[CH:20][C:17]([C:18]#[N:19])=[CH:16][CH:15]=1)(=O)[CH3:12]>CO>[C:1]([C:3]1[CH:10]=[CH:9][C:6]([C:7](=[O:8])[CH:12]=[CH:11][C:14]2[CH:21]=[CH:20][C:17]([C:18]#[N:19])=[CH:16][CH:15]=2)=[CH:5][CH:4]=1)#[N:2]. Procedure: The synthesis employed for the 2,4-substituted dicationic furans 1-6 used 2,4-bis(4-cyanophenyl)furan as the key intermediate and is outlined in scheme 1. This key compound was obtained through a four step approach. A base catalyzed Aldol condensation between 4-cyanobenzaldehyde and 4-acetylbenzonitrile in methanol gave 1,3-bis(4-cyanophenyl)prop-2-en-1-one. Bromination of the double bond of the chalcone (i) in CHCl3 yielded 1,3-bis(4-cyanophenyl)-2,3-dibromopropan-1-one (ii), which was reacted ... Yields the product C(#N)C1=CC=C(C=C1)C(C=CC1=CC=C(C=C1)C#N)=O (1,3-bis(4-cyanophenyl)prop-2-en-1-one). Reactants: C(#N)C1=CC=C(C=O)C=C1 (4-cyanobenzaldehyde), C(C)(=O)C1=CC=C(C#N)C=C1 (4-acetylbenzonitrile), furans. Solvent: CO (methanol). Solvent: CCO (EtOH). The product is BrC=1N=C(C(=NC1)NN)Cl ((5-bromo-3-chloro-pyrazin-2-yl)-hydrazine). Reported procedure: To a solution of 512 mg of the product of Step B in EtOH (8.0 mL) was added concentrated HCl (1.0 mL) and the mixture was heated at reflux. After four h, the reaction was concentrated to dryness and the residue was dissolved in water and the pH adjusted to 8 with sat. sodium bicarbonate solution. The mixture was extracted with EtOAc (2×) and the organic extracts were dried over magnesium sulfate, filtered, and concentrated to provide (5-bromo-3-chloro-pyrazin-2-yl)-hydrazine as a light yellow so... RXN SMILES: [Br:1][C:2]1[N:3]=[C:4]([Cl:16])[C:5]([NH:8][NH:9]C(=O)C(F)(F)F)=[N:6][CH:7]=1.Cl>CCO>[Br:1][C:2]1[N:3]=[C:4]([Cl:16])[C:5]([NH:8][NH2:9])=[N:6][CH:7]=1. Starting materials: BrC=1N=C(C(=NC1)NNC(C(F)(F)F)=O)Cl (trifluoroacetic acid N′-(5-bromo-3-chloro-pyrazin-2-yl)-hydrazide), Cl (HCl). The reactants are BrC=1C=CC(=NC1)/C=C/C=O ((E)-3-(5-bromopyridin-2-yl)propenal), C1CCN[C@H](C1)C(=O)O (D-pipecolinic acid), CN1C(C=CC1=O)=O (N-methylmaleinimide). The solvent is CC#N (MeCN). The product is BrC=1C=CC(=NC1)/C=C/C1C2C(C3CCCCN13)C(N(C2=O)C)=O (4-[(E)-2-(5-Bromopyridin-2-yl)vinyl]-2-methyloctahydropyrrolo[3,4-a]indolizine-1,3-dione). As a reaction SMILES: [Br:1][C:2]1[CH:3]=[CH:4][C:5](/[CH:8]=[CH:9]/[CH:10]=O)=[N:6][CH:7]=1.[CH2:12]1[CH2:17][C@H:16]([C:18](O)=O)[NH:15][CH2:14][CH2:13]1.[CH3:21][N:22]1[C:26](=[O:27])C=[CH:24][C:23]1=[O:28]>CC#N>[Br:1][C:2]1[CH:3]=[CH:4][C:5](/[CH:8]=[CH:9]/[CH:10]2[N:15]3[CH:16]([CH2:17][CH2:12][CH2:13][CH2:14]3)[CH:18]3[C:26](=[O:27])[N:22]([CH3:21])[C:23](=[O:28])[CH:24]23)=[N:6][CH:7]=1. Procedure details: A mixture of 820 mg of (E)-3-(5-bromopyridin-2-yl)propenal, 500 mg of D-pipecolinic acid, 430 mg of N-methylmaleinimide and 20 ml of MeCN is boiled at reflux for 2 h. The solvents are removed and the residue is purified by column chromatography (silica gel, ethyl acetate:DCM=3:1). Using this method, 3 pure fractions are obtained.